This data is from the Open Reaction Database (ORD), a public repository of structured organic reaction records. The task is: describe an organic reaction: reactants, conditions, products, and yield Starting materials: O=S(=O)(Cl)c1ccc(Br)cc1OC(F)(F)F, CN(C)c1nc(NCc2ccc(NC(=O)OCc3ccccc3)cc2)nc2ccccc12, CO, ClCCl. The product is CN(C)c1nc(NCc2ccc(NS(=O)(=O)c3ccc(Br)cc3OC(F)(F)F)cc2)nc2ccccc12. Reaction SMILES: [Br:33][c:34]1[cH:35][c:36]([O:44][C:45]([F:46])([F:47])[F:48])[c:37]([S:40](=[O:41])(=[O:42])[Cl:43])[cH:38][cH:39]1.[CH2:1]([O:2][C:3](=[O:4])[NH:10][c:11]1[cH:12][cH:13][c:14]([CH2:17][NH:18][c:19]2[n:20][c:21]3[cH:22][cH:23][cH:24][cH:25][c:26]3[c:27]([N:29]([CH3:30])[CH3:31])[n:28]2)[cH:15][cH:16]1)[c:5]1[cH:6][cH:7][cH:8][cH:9][cH:32]1.[CH3:49][OH:50].[Cl:51][CH2:52][Cl:53]>>[NH:10]([c:11]1[cH:12][cH:13][c:14]([CH2:17][NH:18][c:19]2[n:20][c:21]3[cH:22][cH:23][cH:24][cH:25][c:26]3[c:27]([N:29]([CH3:30])[CH3:31])[n:28]2)[cH:15][cH:16]1)[S:40]([c:37]1[c:36]([O:44][C:45]([F:46])([F:47])[F:48])[cH:35][c:34]([Br:33])[cH:39][cH:38]1)(=[O:41])=[O:42]. Starting materials: O.C(CC(O)(C(=O)O)CC(=O)O)(=O)O (citric acid monohydrate), ClC=1N=C(N(C1Cl)CCCCN1CCN(CC1)C1=NC=C(C=N1)F)C (2-{4-[4-(4,5-dichloro-2-methylimidazol-1-yl)butyl]piperazin-1-yl}-5-fluoropyrimidine). The solvent is C(C)O (ethanol). Yields the product C(CC(O)(C(=O)O)CC(=O)O)(=O)O.ClC=1NC(N(C1Cl)CCCCN1CCN(CC1)C1=NC=C(C=N1)F)=C (2-{4-[4-(4,5-dichloro-2-methlylimidazol-1-yl)butyl]piperazin-1-yl}-5-fluoropyrimidine citrate). Isolated yield 90.3%. Reaction SMILES: O.[C:2]([OH:14])(=[O:13])[CH2:3][C:4]([CH2:9][C:10]([OH:12])=[O:11])([C:6]([OH:8])=[O:7])[OH:5].[Cl:15][C:16]1[N:17]=[C:18]([CH3:39])[N:19]([CH2:22][CH2:23][CH2:24][CH2:25][N:26]2[CH2:31][CH2:30][N:29]([C:32]3[N:37]=[CH:36][C:35]([F:38])=[CH:34][N:33]=3)[CH2:28][CH2:27]2)[C:20]=1[Cl:21]>C(O)C>[C:2]([OH:14])(=[O:13])[CH2:3][C:4]([CH2:9][C:10]([OH:12])=[O:11])([C:6]([OH:8])=[O:7])[OH:5].[Cl:15][C:16]1[NH:17][C:18](=[CH2:39])[N:19]([CH2:22][CH2:23][CH2:24][CH2:25][N:26]2[CH2:27][CH2:28][N:29]([C:32]3[N:37]=[CH:36][C:35]([F:38])=[CH:34][N:33]=3)[CH2:30][CH2:31]2)[C:20]=1[Cl:21] |f:0.1,4.5|. Reported procedure: 1.1 g (5.2 mmol) of citric acid monohydrate are added to a solution of 2 g (5.2 mol) of 2-{4-[4-(4,5-dichloro-2-methylimidazol-1-yl)butyl]piperazin-1-yl}-5-fluoropyrimidine in absolute ethanol. After a certain period of time, 2.72 g (91% yield) of 2-{4-[4-(4,5-dichloro-2-methlylimidazol-1-yl)butyl]piperazin-1-yl}-5-fluoropyrimidine citrate precipitate in the form of a solid with an M.p. of 151-153° C. Starting materials: N1=CC=CC=C1 (pyridine), ClCCl (dichloromethane), ClCCl (dichloromethane), O1C(CCCC1)O[C@@H]1[C@]2(C)[C@@H](CC1)[C@@H]1CC[C@H]3[C@H](CCC[C@]3(C)[C@H]1CC2)O (17β-tetrahydropyranyloxy-4β-hydroxy-5α-androstane). The reagents and catalysts are [O-2].[O-2].[O-2].[Cr+6] (chromium trioxide). Run in O (water). The product is O1C(CCCC1)O[C@@H]1[C@]2(C)[C@@H](CC1)[C@@H]1CC[C@H]3C(CCC[C@]3(C)[C@H]1CC2)=O (17β-tetrahydropyranyloxy-5α-androstan-4-one). RXN SMILES: N1C=CC=CC=1.ClCCl.[O:10]1[CH2:15][CH2:14][CH2:13][CH2:12][CH:11]1[O:16][C@H:17]1[CH2:22][CH2:21][C@H:20]2[C@H:23]3[C@H:33]([CH2:34][CH2:35][C@:18]12[CH3:19])[C@:31]1([CH3:32])[C@H:26]([C@@H:27]([OH:36])[CH2:28][CH2:29][CH2:30]1)[CH2:25][CH2:24]3>O.[O-2].[O-2].[O-2].[Cr+6]>[O:10]1[CH2:15][CH2:14][CH2:13][CH2:12][CH:11]1[O:16][C@H:17]1[CH2:22][CH2:21][C@H:20]2[C@H:23]3[C@H:33]([CH2:34][CH2:35][C@:18]12[CH3:19])[C@:31]1([CH3:32])[C@H:26]([C:27](=[O:36])[CH2:28][CH2:29][CH2:30]1)[CH2:25][CH2:24]3 |f:4.5.6.7|. Procedure: To 0.42 ml. of dry pyridine and 6.3 ml. of dry dichloromethane was slowly added 0.264 g. of chromium trioxide and the mixture was stirred for 15 min. at room temperature. To the mixture was added a solution of 175 mg. of the product of Step D in 0.7 ml. of dichloromethane and the resulting mixture was stirred for 20 min. at room temperature. The mixture was diluted with water, extracted with ethyl ether, and washed with 2.5 N sodium hydroxide, water, and brine. The mixture was then dried and eva... The reactants are C(C)(C)(C)OC(NC1=C(C=C(C(=C1)NCC(C)C)Cl)NC(CC(=O)C1=CC(=CC=C1)N1C=NC=C1)=O)=O ({4-chloro-2-[3-(3-imidazol-1-yl-phenyl)-3-oxo-propionylamino]-5-isobutylamino-phenyl}-carbamic acid tert-butyl ester), C(=O)(C(F)(F)F)O (TFA). Run in C(Cl)Cl (CH2Cl2). The product is ClC=1C(=CC2=C(NC(CC(=N2)C2=CC(=CC=C2)N2C=NC=C2)=O)C1)NCC(C)C (8-Chloro-4-(3-imidazol-1-yl-phenyl)-7-isobutylamino-1,3-dihydro-benzo[b][1,4]diazepin-2-one), solid. Isolated yield 94.0%. RXN SMILES: C(OC(=O)[NH:7][C:8]1[CH:13]=[C:12]([NH:14][CH2:15][CH:16]([CH3:18])[CH3:17])[C:11]([Cl:19])=[CH:10][C:9]=1[NH:20][C:21](=[O:36])[CH2:22][C:23]([C:25]1[CH:30]=[CH:29][CH:28]=[C:27]([N:31]2[CH:35]=[CH:34][N:33]=[CH:32]2)[CH:26]=1)=O)(C)(C)C.C(O)(C(F)(F)F)=O>C(Cl)Cl>[Cl:19][C:11]1[C:12]([NH:14][CH2:15][CH:16]([CH3:18])[CH3:17])=[CH:13][C:8]2[N:7]=[C:23]([C:25]3[CH:30]=[CH:29][CH:28]=[C:27]([N:31]4[CH:35]=[CH:34][N:33]=[CH:32]4)[CH:26]=3)[CH2:22][C:21](=[O:36])[NH:20][C:9]=2[CH:10]=1. Reported procedure: The title compound was prepared from {4-chloro-2-[3-(3-imidazol-1-yl-phenyl)-3-oxo-propionylamino]-5-isobutylamino-phenyl}-carbamic acid tert-butyl ester (Example M126) (0.33 g, 0.63 mmol) by treatment with TFA in CH2Cl2 according to the general procedure N. Obtained as a light yellow solid (240 mg, 94%). Starting materials: C(C=C)[C@@H]1COCC2=C(CN1S(=O)(=O)C=1C=CC=C3C=CC=NC13)C=CC=C2 ((R)-4-Allyl-5-(quinolin-8-ylsulfonyl)-3,4,5,6-tetrahydro-1H-benzo[f][1,4]oxazocine), C(C)[Zn]CC (diethyl zinc), [Cl-].[NH4+] (ammonium chloride), ICI (diiodomethane). Solvent: C1CCOC1 (THF). Conditions: temperature 0 celsius, time 6 hour. Product: C1(CC1)C[C@@H]1COCC2=C(CN1S(=O)(=O)C=1C=CC=C3C=CC=NC13)C=CC=C2 ((R)-4-(Cyclopropylmethyl)-5-(quinolin-8-ylsulfonyl)-3,4,5,6-tetrahydro-1H-benzo[f][1,4]oxazocine). Isolated yield 31.0%. RXN SMILES: [CH2:1]([C@H:4]1[N:11]([S:12]([C:15]2[CH:16]=[CH:17][CH:18]=[C:19]3[C:24]=2[N:23]=[CH:22][CH:21]=[CH:20]3)(=[O:14])=[O:13])[CH2:10][C:9]2[CH:25]=[CH:26][CH:27]=[CH:28][C:8]=2[CH2:7][O:6][CH2:5]1)[CH:2]=[CH2:3].[CH2:29]([Zn]CC)C.ICI.[Cl-].[NH4+]>C1COCC1>[CH:2]1([CH2:1][C@H:4]2[N:11]([S:12]([C:15]3[CH:16]=[CH:17][CH:18]=[C:19]4[C:24]=3[N:23]=[CH:22][CH:21]=[CH:20]4)(=[O:14])=[O:13])[CH2:10][C:9]3[CH:25]=[CH:26][CH:27]=[CH:28][C:8]=3[CH2:7][O:6][CH2:5]2)[CH2:29][CH2:3]1 |f:3.4|. Reported procedure: To a stirred solution of compound 18 (100 mg, 0.25 mmol) in dry THF (5 mL) was added diethyl zinc (1M solution in hexane, 2.5 mL) at 0° C. under nitrogen atmosphere followed by diiodomethane (667 mg, 2.5 mmol). The reaction was stirred at 0° C. for 6 h and poured over cold aqueous solution of ammonium chloride. The organic layer was separated and the aqueous layer extracted repeatedly with EA. The combined organic layer was washed with brine, dried over Na2SO4, filtered and concentrated. The cru... Reactants: CC(C)CC(=O)Cl, O=C1CC(=O)N(Cc2ccccc2)C(=O)N1Cc1ccccc1, ClCCl, c1ccncc1. Yields the product CC(C)CC(=O)C1C(=O)N(Cc2ccccc2)C(=O)N(Cc2ccccc2)C1=O. Reaction SMILES: [C:30]([CH2:31][CH:32]([CH3:33])[CH3:34])(=[O:35])[Cl:36].[CH2:1]([c:2]1[cH:3][cH:4][cH:5][cH:6][cH:7]1)[N:8]1[C:9](=[O:10])[N:11]([CH2:17][c:18]2[cH:19][cH:20][cH:21][cH:22][cH:23]2)[C:12](=[O:13])[CH2:14][C:15]1=[O:16].[Cl:37][CH2:38][Cl:39].[cH:24]1[cH:25][cH:26][n:27][cH:28][cH:29]1>>[CH2:1]([c:2]1[cH:3][cH:4][cH:5][cH:6][cH:7]1)[N:8]1[C:9](=[O:10])[N:11]([CH2:17][c:18]2[cH:19][cH:20][cH:21][cH:22][cH:23]2)[C:12](=[O:13])[CH:14]([C:30]([CH2:31][CH:32]([CH3:33])[CH3:34])=[O:35])[C:15]1=[O:16]. The yield is 30.3%. The solvent is CN(C)C=O (DMF). The product is COC1=NC(=NC(=C1)OC)NC(=O)NS(=O)(=O)C1=C(C=CC=C1)N=CN(C)C (N-[(4,6-dimethoxypyrimidin-2-yl)aminocarbonyl]-2-(2-dimethylamino-1-azaethenyl)benzenesulfonamide). The reactants are COC1=NC(=NC(=C1)OC)NC(=O)NS(=O)(=O)C1=C(C=CC=C1)N (N-[(4,6-dimethoxypyrimidin-2-yl)aminocarbonyl]-2-aminobenzenesulfonamide), [Cl-].ClC=[N+](C)C ([chloromethylene]dimethylammonium chloride). RXN SMILES: [CH3:1][O:2][C:3]1[CH:8]=[C:7]([O:9][CH3:10])[N:6]=[C:5]([NH:11][C:12]([NH:14][S:15]([C:18]2[CH:23]=[CH:22][CH:21]=[CH:20][C:19]=2[NH2:24])(=[O:17])=[O:16])=[O:13])[N:4]=1.[Cl-].Cl[CH:27]=[N+:28]([CH3:30])[CH3:29]>CN(C=O)C>[CH3:1][O:2][C:3]1[CH:8]=[C:7]([O:9][CH3:10])[N:6]=[C:5]([NH:11][C:12]([NH:14][S:15]([C:18]2[CH:23]=[CH:22][CH:21]=[CH:20][C:19]=2[N:24]=[CH:27][N:28]([CH3:30])[CH3:29])(=[O:17])=[O:16])=[O:13])[N:4]=1 |f:1.2|. Procedure details: A mixture of 0.80 g of N-[(4,6-dimethoxypyrimidin-2-yl)aminocarbonyl]-2-aminobenzenesulfonamide, 0.29 g of [chloromethylene]dimethylammonium chloride and 8 ml of DMF is stirred at room temperature until the reaction has ended. The volatile components are distilled off under reduced pressure and the residue is washed with water and methyl acetate, affording 0.28 g of the desired product. Melting point: 209-210° C. (decomp.)